This data is from the Open Reaction Database (ORD), a public repository of structured organic reaction records. The task is: describe an organic reaction: reactants, conditions, products, and yield Starting materials: COC(C)=S (thioacetic acid methyl ester), CO (methanol), C[O-].[Na+] (sodium methylate), ClCC#N (chloroacetonitrile). The product is COC(CSCC#N)=O (2-[(cyanomethyl)thio]-acetic acid methyl ester). Reaction SMILES: CO[C:3](=[S:5])C.[CH3:6][O-:7].[Na+].Cl[CH2:10][C:11]#[N:12].[CH3:13][OH:14]>>[CH3:6][O:7][C:13](=[O:14])[CH2:3][S:5][CH2:10][C:11]#[N:12] |f:1.2|. Procedure: 31.8 g. (0.3 mol.) of thioacetic acid methyl ester are added to 150 ml. (0.3 mol.) of 2N sodium methylate solution. 22.6 g. (0.3 mol.) of chloroacetonitrile dissolved in 30 ml. of methanol are added dropwise while cooling and stirring. It is stirred overnight then refluxed for 30 minutes. The reaction mixture is cooled and the solvent is evaporated. 100 ml. of water are added to the residue and the aqueous solution is extracted twice with ether. The combined ether extracts are decolorized with a... The reactants are FC=1C=C(CBr)C=C(C1)F (3,5-difluorobenzyl bromide), [H-].[Na+] (sodium hydride), oil, C1CCOC1 (THF), O=C1NC2=C(CCC1NC(OC(C)(C)C)=O)C=CC=C2 (tert-butyl (2-oxo-2,3,4,5-tetrahydro-1H-1-benzazepin-3-yl)carbamate). Run in CCOC(=O)C (EtOAc). Product: FC=1C=C(CN2C(C(CCC3=C2C=CC=C3)NC(OC(C)(C)C)=O)=O)C=C(C1)F (tert-butyl [1-(3,5-difluorobenzyl)-2-oxo-2,3,4,5-tetrahydro-1H-1-benzazepin-3-yl]carbamate). Yield: 137.3%. RXN SMILES: [H-].[Na+].C1COCC1.[O:8]=[C:9]1[CH:15]([NH:16][C:17](=[O:23])[O:18][C:19]([CH3:22])([CH3:21])[CH3:20])[CH2:14][CH2:13][C:12]2[CH:24]=[CH:25][CH:26]=[CH:27][C:11]=2[NH:10]1.[F:28][C:29]1[CH:30]=[C:31]([CH:34]=[C:35]([F:37])[CH:36]=1)[CH2:32]Br>CCOC(C)=O>[F:28][C:29]1[CH:30]=[C:31]([CH:34]=[C:35]([F:37])[CH:36]=1)[CH2:32][N:10]1[C:11]2[CH:27]=[CH:26][CH:25]=[CH:24][C:12]=2[CH2:13][CH2:14][CH:15]([NH:16][C:17](=[O:23])[O:18][C:19]([CH3:21])([CH3:22])[CH3:20])[C:9]1=[O:8] |f:0.1|. Procedure details: 72 mg of sodium hydride in suspension at 60% in oil (1.81 mmol) are introduced, at AT, into a 100 ml round-bottomed flask, with stirring and under an argon atmosphere, containing 20 ml of THF and 0.5 g of 2 (1.81 mmol). The medium is stirred for 1 h and then 0.75 g (3.62 mmol) of 3,5-difluorobenzyl bromide is added. The medium is left stirring at AT overnight. 50 ml of EtOAc are added and the organic phase is washed with 50 ml of water. The organic phase is dried over MgSO4, filtered and then ev... The reactants are C1(O)=CC=C(O)C=C1 (hydroquinone), OC1=CC2=CC=C(C=C2C=C1)O (2,6-dihydroxynaphthalene), 4,4'-dihydroxy-2,5-dihydroxydiphenyl ether, OC1=C(C=CC=C1)CC1=C(C=CC=C1)O (bis-(2-hydroxyphenyl)methane), 5'-chloro-2,4'-dihydroxydiphenyl sulfone, CC=1C=C(C=C(C1O)C)C(C)(C)C1=CC(=C(C(=C1)C)O)C (2,2-bis-(3,5-dimethyl-4-hydroxyphenyl)propane), OC1=CC=C(C=C1)C(C)C1=CC=C(C=C1)O (1,1-bis(4-hydroxyphenyl)ethane), C1=CC=C(C(=C1)O)S(=O)(=O)C2=CC=C(C=C2)O (2,4'-dihydroxydiphenyl sulfone), OC1=CC=C(C=C1)C(CC)(CC)C1=CC=C(C=C1)O (3,3-bis(4-hydroxyphenyl)pentane), OC1=CC=C(C=C1[N+](=O)[O-])CC1=CC=C(C(=C1)[N+](=O)[O-])O (bis-(4-hydroxy-5-nitrophenyl)methane), C1(O)=CC(O)=CC=C1 (resorcinol), C1=CC(=CC=C1O)OC2=CC=C(C=C2)O (4,4'-dihydroxydiphenyl ether), 4,4'-dihydroxy-3,3'-dichorodiphenyl ether, C1=CC=C(C(=C1)CC2=CC=C(C=C2)O)O (2,4'-dihydroxydiphenylmethane), C(C)C=1C=C(C=C(C1O)CC)S(=O)(=O)C1=CC(=C(C(=C1)CC)O)CC (bis-(3,5-diethyl-4-hydroxyphenyl)sulfone), bis-(4-hydroxydiphenyl)sulfone, bis-(4-hydroxyphenyl)diphenyl sulfone, OC1=C(C=CC=C1)C(C)(CCC)C1=C(C=CC=C1)O (2,2-bis-(2-hydroxyphenyl)pentane), OC1=CC=C(C=C1)CC1=CC=C(C=C1)O (bis-(4-hydroxyphenyl)methane). Yields the product OC1=CC=C(C=C1)C(C)(C)C1=CC=C(C=C1)O (2,2-bis(4-hydroxyphenyl)propane). Reaction SMILES: [C:1]1([CH:8]=[CH:7][C:5]([OH:6])=[CH:4][CH:3]=1)O.[C:9]1([CH:16]=[CH:15][CH:14]=[C:12]([OH:13])[CH:11]=1)O.O[C:18]1[CH:23]=CC=C[C:19]=1C(C1C=CC=CC=1O)(CCC)C.C1C=C(CC2C=CC(O)=CC=2)C(O)=CC=1.OC1C=CC=CC=1CC1C=CC=CC=1O.OC1C=CC(CC2C=CC(O)=CC=2)=CC=1.OC1C([N+]([O-])=O)=CC(CC2C=C([N+]([O-])=O)C(O)=CC=2)=CC=1.OC1C=CC(C(C2C=CC(O)=CC=2)C)=CC=1.OC1C=CC(C(C2C=CC(O)=CC=2)(CC)CC)=CC=1.OC1C=CC2C(=CC=C(O)C=2)C=1.C(C1C=C(S(C2C=C(CC)C(O)=C(CC)C=2)(=O)=O)C=C(CC)C=1O)C.CC1C=C(C(C2C=C(C)C(O)=C(C)C=2)(C)C)C=C(C)C=1O.C1C=C(O)C(S(C2C=CC(O)=CC=2)(=O)=O)=CC=1.C1C(O)=CC=C(OC2C=CC(O)=CC=2)C=1>>[OH:6][C:5]1[CH:7]=[CH:8][C:1]([C:18]([C:16]2[CH:15]=[CH:14][C:12]([OH:13])=[CH:11][CH:9]=2)([CH3:23])[CH3:19])=[CH:3][CH:4]=1. Reported procedure: hydroquinone; resorcinol; 2,2-bis-(2-hydroxyphenyl)pentane; 2,4'-dihydroxydiphenylmethane; bis-(2-hydroxyphenyl)methane; bis-(4-hydroxyphenyl)methane; bis-(4-hydroxy-5-nitrophenyl)methane; 1,1-bis(4-hydroxyphenyl)ethane; 3,3-bis(4-hydroxyphenyl)pentane; 2,2-dihydroxydiphenyl; 2,6-dihydroxynaphthalene; bis-(4-hydroxydiphenyl)sulfone; bis-(3,5-diethyl-4-hydroxyphenyl)sulfone; 2,2-bis-(3,5-dimethyl-4-hydroxyphenyl)propane; 2,4'-dihydroxydiphenyl sulfone; 5'-chloro-2,4'-dihydroxydiphenyl sulfone; bi... Reactants: C#CCO, CCNCC, CO, O=C(NCc1ccc(Cl)cc1)c1cn2c3c(cc(I)cc3c1=O)OCC2, O. Product: O=C(NCc1ccc(Cl)cc1)c1cn2c3c(cc(C#CCO)cc3c1=O)OCC2. RXN SMILES: [CH2:27]([C:28]#[CH:29])[OH:30].[CH2:32]([NH:33][CH2:34][CH3:35])[CH3:36].[CH3:37][OH:38].[Cl:1][c:2]1[cH:3][cH:4][c:5]([CH2:6][NH:7][C:8](=[O:9])[c:10]2[cH:11][n:12]3[c:13]4[c:14]([cH:15][c:16]([I:21])[cH:17][c:18]4[c:19]2=[O:20])[O:22][CH2:23][CH2:24]3)[cH:25][cH:26]1.[OH2:31]>>[Cl:1][c:2]1[cH:3][cH:4][c:5]([CH2:6][NH:7][C:8](=[O:9])[c:10]2[cH:11][n:12]3[c:13]4[c:14]([cH:15][c:16]([C:29]#[C:28][CH2:27][OH:30])[cH:17][c:18]4[c:19]2=[O:20])[O:22][CH2:23][CH2:24]3)[cH:25][cH:26]1. The reactants are BrCCCCOC=1C=C2CCC(NC2=CC1)=O (6-(4-bromo-butoxy)-3,4-dihydro-carbostyril), OC1=CC=C(C=C1)S (4-hydroxy-thiophenol). Yields the product OC1=CC=C(C=C1)SCCCCOC=1C=C2CCC(NC2=CC1)=O (6-[4-(4-Hydroxyphenyl-mercapto)-butoxy]-3,4-dihydro-carbostyril). Reaction SMILES: Br[CH2:2][CH2:3][CH2:4][CH2:5][O:6][C:7]1[CH:8]=[C:9]2[C:14](=[CH:15][CH:16]=1)[NH:13][C:12](=[O:17])[CH2:11][CH2:10]2.[OH:18][C:19]1[CH:24]=[CH:23][C:22]([SH:25])=[CH:21][CH:20]=1>>[OH:18][C:19]1[CH:24]=[CH:23][C:22]([S:25][CH2:2][CH2:3][CH2:4][CH2:5][O:6][C:7]2[CH:8]=[C:9]3[C:14](=[CH:15][CH:16]=2)[NH:13][C:12](=[O:17])[CH2:11][CH2:10]3)=[CH:21][CH:20]=1. Reported procedure: Prepared analogous to Example 1 from 6-(4-bromo-butoxy)-3,4-dihydro-carbostyril and 4-hydroxy-thiophenol. The reactants are N#Cc1cccc(C(=O)CC(=O)Nc2cc(-n3cccc3)ccc2[N+](=O)[O-])c1, CCO. Yields the product N#Cc1cccc(C2=Nc3ccc(-n4cccc4)cc3NC(=O)C2)c1. Reaction SMILES: [C:1](#[N:2])[c:3]1[cH:4][c:5]([C:9]([CH2:10][C:11](=[O:12])[NH:13][c:14]2[c:15]([N+:25]([O-:27])=[O:28])[cH:16][cH:17][c:18](-[n:20]3[cH:21][cH:22][cH:23][cH:24]3)[cH:19]2)=[O:26])[cH:6][cH:7][cH:8]1.[CH3:29][CH2:30][OH:31]>>[C:1](#[N:2])[c:3]1[cH:4][c:5]([C:9]2=[N:25][c:15]3[c:14]([cH:19][c:18](-[n:20]4[cH:21][cH:22][cH:23][cH:24]4)[cH:17][cH:16]3)[NH:13][C:11](=[O:12])[CH2:10]2)[cH:6][cH:7][cH:8]1. Starting materials: [OH-].[Na+] (Sodium hydroxide), methyl ester, C1(CCCCC1)C=1C=2C=CC(=CC2N2C1C1=C(CC(C2)C(=O)N2CCOCC2)C=CC=C1)C(=O)OC (methyl 13-cyclohexyl-6,7-dihydro-6-(morpholinylcarbonyl)-5H-indolo[2,1-a][2]benzazepine-10-carboxylate), Cl (hydrochloric acid), [OH-].[Na+] (NaOH). Run in CO (methanol), O1CCCC1 (tetrahydrofuran). Conditions: temperature 90 celsius. Yields the product C1(CCCCC1)C=1C=2C=CC(=CC2N2C1C1=C(CC(C2)C(=O)N2CCOCC2)C=CC=C1)C(=O)O ((±)-13-Cyclohexyl-6,7-dihydro-6-(morpholinylcarbonyl)-5H-indolo[2,1-a][2]benzazepine-10-carboxylic acid). The yield is 83.0%. RXN SMILES: [OH-].[Na+].[CH:3]1([C:9]2[C:10]3[CH:11]=[CH:12][C:13]([C:35]([O:37]C)=[O:36])=[CH:14][C:15]=3[N:16]3[CH2:22][CH:21]([C:23]([N:25]4[CH2:30][CH2:29][O:28][CH2:27][CH2:26]4)=[O:24])[CH2:20][C:19]4[CH:31]=[CH:32][CH:33]=[CH:34][C:18]=4[C:17]=23)[CH2:8][CH2:7][CH2:6][CH2:5][CH2:4]1.Cl>CO.O1CCCC1>[CH:3]1([C:9]2[C:10]3[CH:11]=[CH:12][C:13]([C:35]([OH:37])=[O:36])=[CH:14][C:15]=3[N:16]3[CH2:22][CH:21]([C:23]([N:25]4[CH2:26][CH2:27][O:28][CH2:29][CH2:30]4)=[O:24])[CH2:20][C:19]4[CH:31]=[CH:32][CH:33]=[CH:34][C:18]=4[C:17]=23)[CH2:4][CH2:5][CH2:6][CH2:7][CH2:8]1 |f:0.1|. Procedure: Sodium hydroxide (200 μL, 0.2 mmol) was added to a solution of the preceding methyl ester (60 mg, 0.127 mmol) in methanol (1.2 mL) and tetrahydrofuran (1.2 mL) in a microwave vial. The vial was sealed and the contents heated at 90° C. for 10 min in a microwave apparatus, at which time the vial was cooled and additional NaOH was added (200 μL, 0.2 mmol). The solution was heated for another 5 min at 90° C. when LC/MS showed complete hydrolysis of the ester. The solution was acidified with dilute h... The reactants are solid, ClC(COC(NC=1N(N=C(C1)C(C)(C)C)C1=CC=C(C=C1)C)=O)(Cl)Cl ((5-tert-butyl-2-p-tolyl-2H-pyrazol-3-yl)-carbamic acid 2,2,2-trichloro-ethyl ester), CN1[C@](CCC1)(C)C1=NN=C2N1C=C(C=C2)O[C@@H]2CC[C@@H](C1=CC=CC=C21)N ((1S,4R)-4-[3-((S)-1,2-Dimethyl-pyrrolidin-2-yl)-[1,2,4]triazolo[4,3-a]pyridin-6-yloxy]-1,2,3,4-tetrahydro-naphthalen-1-ylamine). The product is C(C)(C)(C)C=1C=C(N(N1)C1=CC=C(C=C1)C)NC(=O)N[C@H]1CC[C@H](C2=CC=CC=C12)OC=1C=CC=2N(C1)C(=NN2)[C@]2(N(CCC2)C)C (1-(5-tert-Butyl-2-p-tolyl-2H-pyrazol-3-yl)-3-{(1S,4R)-4-[3-((S)-1,2-dimethyl-pyrrolidin-2-yl)-[1,2,4]triazolo[4,3-a]pyridin-6-yloxy]-1,2,3,4-tetrahydro-naphthalen-1-yl}-urea). Reaction SMILES: ClC(Cl)(Cl)CO[C:5](=[O:23])[NH:6][C:7]1[N:8]([C:16]2[CH:21]=[CH:20][C:19]([CH3:22])=[CH:18][CH:17]=2)[N:9]=[C:10]([C:12]([CH3:15])([CH3:14])[CH3:13])[CH:11]=1.[CH3:26][N:27]1[CH2:31][CH2:30][CH2:29][C@:28]1([C:33]1[N:37]2[CH:38]=[C:39]([O:42][C@H:43]3[C:52]4[C:47](=[CH:48][CH:49]=[CH:50][CH:51]=4)[C@@H:46]([NH2:53])[CH2:45][CH2:44]3)[CH:40]=[CH:41][C:36]2=[N:35][N:34]=1)[CH3:32]>>[C:12]([C:10]1[CH:11]=[C:7]([NH:6][C:5]([NH:53][C@@H:46]2[C:47]3[C:52](=[CH:51][CH:50]=[CH:49][CH:48]=3)[C@H:43]([O:42][C:39]3[CH:40]=[CH:41][C:36]4[N:37]([C:33]([C@:28]5([CH3:32])[CH2:29][CH2:30][CH2:31][N:27]5[CH3:26])=[N:34][N:35]=4)[CH:38]=3)[CH2:44][CH2:45]2)=[O:23])[N:8]([C:16]2[CH:21]=[CH:20][C:19]([CH3:22])=[CH:18][CH:17]=2)[N:9]=1)([CH3:15])([CH3:13])[CH3:14]. Reported procedure: The title compound was prepared as an off-white solid (80 mg, 53%) using (5-tert-butyl-2-p-tolyl-2H-pyrazol-3-yl)-carbamic acid 2,2,2-trichloro-ethyl ester (Synthetic Communications, 2009, 39, 3999-4009, which is incorporated herein by reference in its entirety; 80 mg, 0.20 mmol) and Intermediate 47c (90 mg, 0.24 mmol) in a similar manner to Example 1, step d. LCMS (Method 5): Rt 3.83 min, m/z 633 [MH+]. 1H NMR (400 MHz, d6-DMSO): 1.27 (9H, s), 1.51 (3H, s), 1.78-1.99 (5H, m), 2.02 (3H, s), 2.03...